From a dataset of the Open Reaction Database (ORD), a public repository of structured organic reaction records. describe an organic reaction: reactants, conditions, products, and yield Product: Nc1ccccc1SCCCl. Starting materials: CCO, CCOC(C)=O, ClCCBr, Nc1ccccc1S, [Na+], [OH-], O. As a reaction SMILES: [CH3:15][CH2:16][OH:17].[CH3:19][CH2:20][O:21][C:22](=[O:23])[CH3:24].[Cl:11][CH2:12][CH2:13][Br:14].[NH2:1][c:2]1[c:3]([SH:8])[cH:4][cH:5][cH:6][cH:7]1.[Na+:10].[OH-:9].[OH2:18]>>[NH2:1][c:2]1[c:3]([S:8][CH2:13][CH2:12][Cl:11])[cH:4][cH:5][cH:6][cH:7]1. The reactants are NCCCBr, Br, CC(=O)C1(c2ccccc2)CCNCC1, O=C([O-])[O-], C1COCCO1, [K+], [K+]. Yields the product CC(=O)C1(c2ccccc2)CCN(CCCN)CC1. Reaction SMILES: [Br:17][CH2:18][CH2:19][CH2:20][NH2:21].[BrH:16].[C:1]([CH3:2])(=[O:3])[C:4]1([c:10]2[cH:11][cH:12][cH:13][cH:14][cH:15]2)[CH2:5][CH2:6][NH:7][CH2:8][CH2:9]1.[C:22](=[O:23])([O-:24])[O-:25].[CH2:28]1[O:29][CH2:30][CH2:31][O:32][CH2:33]1.[K+:26].[K+:27]>>[C:1]([CH3:2])(=[O:3])[C:4]1([c:10]2[cH:11][cH:12][cH:13][cH:14][cH:15]2)[CH2:5][CH2:6][N:7]([CH2:18][CH2:19][CH2:20][NH2:21])[CH2:8][CH2:9]1. The reactants are NCCCOC1=C(C(=O)NC2=C(C=C(C(=O)N(C3=C(C=C(C=C3)C)OCCCCCC(=O)N3CCN(CC3)C)C)C=C2)OC)C=CC=C1 (4-[2-[(3-aminoprop-1-yl)oxy]benzoyl]amino-3-methoxy-N-methyl-N-[4-methyl-2-[5-(4-methylpiperazin-1-yl)carbonylpent-1-yloxy]phenyl]benzamide), S(O)(O)(=O)=O (sulfuric acid). Solvent: C(C)O (ethanol), C(C)O (ethanol). Run at time 24 hour. The product is S(=O)(=O)(O)O.NCCCOC1=C(C(=O)NC2=C(C=C(C(=O)N(C3=C(C=C(C=C3)C)OCCCCCC(=O)N3CCN(CC3)C)C)C=C2)OC)C=CC=C1 (4-[2-[(3-aminoprop-1-yl)oxy]benzoyl]amino-3-methoxy-N-methyl-N-[4- methyl-2-[5-(4-methylpiperazin-1-yl)carbonylpent-1-yloxy]phenyl]benzamide sulfate). As a reaction SMILES: [NH2:1][CH2:2][CH2:3][CH2:4][O:5][C:6]1[CH:48]=[CH:47][CH:46]=[CH:45][C:7]=1[C:8]([NH:10][C:11]1[CH:42]=[CH:41][C:14]([C:15]([N:17]([CH3:40])[C:18]2[CH:23]=[CH:22][C:21]([CH3:24])=[CH:20][C:19]=2[O:25][CH2:26][CH2:27][CH2:28][CH2:29][CH2:30][C:31]([N:33]2[CH2:38][CH2:37][N:36]([CH3:39])[CH2:35][CH2:34]2)=[O:32])=[O:16])=[CH:13][C:12]=1[O:43][CH3:44])=[O:9].[S:49](=[O:53])(=[O:52])([OH:51])[OH:50]>C(O)C>[S:49]([OH:53])([OH:52])(=[O:51])=[O:50].[NH2:1][CH2:2][CH2:3][CH2:4][O:5][C:6]1[CH:48]=[CH:47][CH:46]=[CH:45][C:7]=1[C:8]([NH:10][C:11]1[CH:42]=[CH:41][C:14]([C:15]([N:17]([CH3:40])[C:18]2[CH:23]=[CH:22][C:21]([CH3:24])=[CH:20][C:19]=2[O:25][CH2:26][CH2:27][CH2:28][CH2:29][CH2:30][C:31]([N:33]2[CH2:38][CH2:37][N:36]([CH3:39])[CH2:35][CH2:34]2)=[O:32])=[O:16])=[CH:13][C:12]=1[O:43][CH3:44])=[O:9] |f:3.4|. Procedure: To a solution of 4-[2-[(3-aminoprop-1-yl)oxy]benzoyl]amino-3-methoxy-N-methyl-N-[4-methyl-2-[5-(4-methylpiperazin-1-yl)carbonylpent-1-yloxy]phenyl]benzamide (7.35 g) in ethanol (230 ml) was added 0.5M sulfuric acid in ethanol (22.3 ml) at 80° C. The mixture was stirred for 24 hours at ambient temperature. The precipitate was filtered through a glass funnel followed by rinsing with ethanol. The resulting white, crystalline solid was dried over air for 7 days to give 4-[2-[(3-aminoprop-1-yl)oxy]be... The reactants are [H-].[Na+] (sodium hydride), C(C)(C)(C)OC(=O)NCCNC(C(F)(F)F)=O (N-(t-butyloxycarbonyl)-N'-(trifluoroacetyl)-ethylenediamine), C(C=C)Br (allyl bromide). The solvent is C(C)(=O)OCC (ethyl acetate), CN(C=O)C (dimethylformamide). Run at temperature 0 celsius, time 15 minute. The product is C(C)(C)(C)OC(=O)NCCN(CC=C)C(C(F)(F)F)=O (N-(t-butyloxycarbonyl)-N'-(trifluoroacetyl)-N'-(allyl)ethylenediamine). Yield: 97.3%. Reaction SMILES: [C:1]([O:5][C:6]([NH:8][CH2:9][CH2:10][NH:11][C:12](=[O:17])[C:13]([F:16])([F:15])[F:14])=[O:7])([CH3:4])([CH3:3])[CH3:2].[H-].[Na+].[CH2:20](Br)[CH:21]=[CH2:22]>CN(C)C=O.C(OCC)(=O)C>[C:1]([O:5][C:6]([NH:8][CH2:9][CH2:10][N:11]([C:12](=[O:17])[C:13]([F:15])([F:16])[F:14])[CH2:22][CH:21]=[CH2:20])=[O:7])([CH3:4])([CH3:2])[CH3:3] |f:1.2|. Procedure details: Dissolve N-(t-butyloxycarbonyl)-N'-(trifluoroacetyl)-ethylenediamine (500 mg, 1.95 mmol) in anhydrous dimethylformamide (10 mL), cool to 0° C. and treat with sodium hydride (56 mg, 1.85 mmol, 80% dispersion in mineral oil). Stir for 15 minutes and add allyl bromide (0.25 mL, 2.9 mmol). Stir for 2.5 hours, dilute with ethyl acetate (50 mL) and extract with water (25 mL). Separate the organic phase and wash with brine (2×20 mL). Extract the combined aqueous phases with ethyl acetate (2×5 mL), dry ... Starting materials: N1C(=NC2=C1C=C1C=CC=CC1=C2)S (1H-Naphth[2,3-d]imidazole-2-thiol), Cl.ClCC=1NCCN1 (2-chloromethylimidazoline-hydrochloride). The solvent is CN(C=O)C (dimethylformamide), C1(=CC=CC=C1)C (toluene). Yields the product Cl.Cl.N1C(=NCC1)CSC1=NC2=C(N1)C=C1C=CC=CC1=C2 (2-[(2-Imidazoline-2-ylmethyl)thio]-1H-naphth[2,3-d]imidazol-dihydrochloride). The yield is 58.1%. Reaction SMILES: [NH:1]1[C:5]2[CH:6]=[C:7]3[C:12](=[CH:13][C:4]=2[N:3]=[C:2]1[SH:14])[CH:11]=[CH:10][CH:9]=[CH:8]3.[ClH:15].[Cl:16][CH2:17][C:18]1[NH:19][CH2:20][CH2:21][N:22]=1>CN(C)C=O.C1(C)C=CC=CC=1>[ClH:16].[ClH:15].[NH:22]1[CH2:21][CH2:20][N:19]=[C:18]1[CH2:17][S:14][C:2]1[NH:3][C:4]2[CH:13]=[C:12]3[C:7](=[CH:6][C:5]=2[N:1]=1)[CH:8]=[CH:9][CH:10]=[CH:11]3 |f:1.2,5.6.7|. Procedure details: 10.0 g of 1H-Naphth[2,3-d]imidazole-2-thiol and 8.0 g of 2-chloromethylimidazoline-hydrochloride were heated for 3 hours at 90° in 50 ml of dimethylformamide. The reaction mixture was cooled to room temperature and then diluted with 200 ml of toluene. The residue was suctioned filtered, washed well with toluene, and crystallised from 700 ml of methanol, with the addition of 300 ml of ether. 10.3 g of 2-[(2-Imidazoline-2-ylmethyl)thio]-1H-naphth[2,3-d]imidazol-dihydrochloride having an m.p. of 22... Reactants: CC(C#CC=1C=C2C(=NC1)OC1=CC=C(C=C1[C@]21N=C(OC1)N)C=1C=NC=CC1)(C)C ((S)-3-(3,3-dimethylbut-1-ynyl)-7-(pyridin-3-yl)-5′H-spiro[chromeno[2,3-b]pyridine-5,4′-oxazol]-2′-amine). Reagents/catalysts: [Pd] (Pd/C). Solvent: CO (methanol). The product is CC(CCC=1C=C2C(=NC1)OC1=CC=C(C=C1[C@]21N=C(OC1)N)C=1C=NC=CC1)(C)C ((S)-3-(3,3-dimethylbutyl)-7-(pyridin-3-yl)-5′H-spiro[chromeno[2,3-b]pyridine-5,4′-oxazol]-2′-amine). RXN SMILES: [CH3:1][C:2]([CH3:31])([CH3:30])[C:3]#[C:4][C:5]1[CH:6]=[C:7]2[C@:18]3([CH2:22][O:21][C:20]([NH2:23])=[N:19]3)[C:17]3[C:12](=[CH:13][CH:14]=[C:15]([C:24]4[CH:25]=[N:26][CH:27]=[CH:28][CH:29]=4)[CH:16]=3)[O:11][C:8]2=[N:9][CH:10]=1>CO.[Pd]>[CH3:1][C:2]([CH3:31])([CH3:30])[CH2:3][CH2:4][C:5]1[CH:6]=[C:7]2[C@:18]3([CH2:22][O:21][C:20]([NH2:23])=[N:19]3)[C:17]3[C:12](=[CH:13][CH:14]=[C:15]([C:24]4[CH:25]=[N:26][CH:27]=[CH:28][CH:29]=4)[CH:16]=3)[O:11][C:8]2=[N:9][CH:10]=1. Procedure: To a solution of (S)-3-(3,3-dimethylbut-1-ynyl)-7-(pyridin-3-yl)-5′H-spiro[chromeno[2,3-b]pyridine-5,4′-oxazol]-2′-amine (60 mg, 0.146 mmol) in 5 mL of methanol was added Pd/C (5%) (156 mg, 1.462 mmol). The mixture was maintained under an atmosphere of hydrogen gas for 20 hours before being filtered through a celite plug, washing well with methanol. The filtrate was concentrated and the derived residue was purified by silical gel chromatography (12 g, 0-10% methanol in methylenechloride with 0.1... Starting materials: C(#C)[Si](C)(C)C (ethynyltrimethylsilane), BrC1=CC=C(C=C1)I (1-bromo-4-iodobenzene). Reagents/catalysts: Cl[Pd]([P](C1=CC=CC=C1)(C2=CC=CC=C2)C3=CC=CC=C3)([P](C4=CC=CC=C4)(C5=CC=CC=C5)C6=CC=CC=C6)Cl (PdCl2(PPh3)2), [Cu]I (CuI). The solvent is tetrahydrofuran TEA, three. Run at time 18 hour. Product: BrC1=CC=C(C=C1)C#C[Si](C)(C)C (((4-Bromophenyl)ethynyl)trimethylsilane). Isolated yield 92.9%. As a reaction SMILES: [Br:1][C:2]1[CH:7]=[CH:6][C:5](I)=[CH:4][CH:3]=1.[C:9]([Si:11]([CH3:14])([CH3:13])[CH3:12])#[CH:10]>Cl[Pd](Cl)([P](C1C=CC=CC=1)(C1C=CC=CC=1)C1C=CC=CC=1)[P](C1C=CC=CC=1)(C1C=CC=CC=1)C1C=CC=CC=1.[Cu]I>[Br:1][C:2]1[CH:7]=[CH:6][C:5]([C:10]#[C:9][Si:11]([CH3:14])([CH3:13])[CH3:12])=[CH:4][CH:3]=1 |^1:17,36|. Procedure details: Into a 100-mL three neck round-bottom flask, which was maintained with an inert atmosphere of nitrogen, was placed a solution of 1-bromo-4-iodobenzene (1.00 g, 3.53 mmol) in tetrahydrofuran/TEA (9:1) (30 mL). PdCl2(PPh3)2 (50 mg, 0.07 mmol), CuI (13.4 mg, 0.07 mmol), and ethynyltrimethylsilane (748 μL, 5.29 mmol) were added and the mixture was stirred for 18 h at room temperature, then concentrated under reduced pressure. The residue was diluted with water (50 mL) and extracted with ethyl acetat... Reactants: COC(=O)C1C(OC(=O)c2ccccc2)CC2CCC1N2C, Cl. Yields the product COC(=O)C1C(O)CC2CCC1N2C. Reaction SMILES: [CH:1]12[CH2:2][CH2:3][CH:4]([CH:5]([C:17](=[O:18])[O:19][CH3:20])[CH:6]([O:8][C:9]([c:10]3[cH:11][cH:12][cH:13][cH:14][cH:15]3)=[O:16])[CH2:7]1)[N:21]2[CH3:22].[ClH:23]>>[CH:1]12[CH2:2][CH2:3][CH:4]([CH:5]([C:17](=[O:18])[O:19][CH3:20])[CH:6]([OH:8])[CH2:7]1)[N:21]2[CH3:22]. The reactants are ClC1=NC=C(C=C1NS(=O)(=O)C1=CC(=CC=C1)OC(F)F)B1OC(C(O1)(C)C)(C)C (N-(2-chloro-5-(4,4,5,5-tetramethyl-1,3,2-dioxaborolan-2-yl)pyridin-3-yl)-3-(difluoromethoxy)benzenesulfonamide), ClC=1C=CC=2N(N1)C=C(N2)NC(C)=O (N-(6-chloroimidazo[1,2-b]pyridazin-2-yl)acetamide), C([O-])([O-])=O.[Na+].[Na+] (sodium carbonate). Reagents/catalysts: C1=CC=C(C=C1)P([C-]2C=CC=C2)C3=CC=CC=C3.C1=CC=C(C=C1)P([C-]2C=CC=C2)C3=CC=CC=C3.Cl[Pd]Cl.[Fe+2] (1,1′-bis(diphenylphosphino)ferrocene-palladium dichloride). The solvent is O1CCOCC1.O (dioxane H2O). Run at temperature 100 celsius. Yields the product ClC1=C(C=C(C=N1)C=1C=CC=2N(N1)C=C(N2)NC(C)=O)NS(=O)(=O)C2=CC(=CC=C2)OC(F)F (N-(6-(6-Chloro-5-(3-(difluoromethoxy)phenylsulfonamido)pyridin-3-yl)imidazo[1,2-b]pyridazin-2-yl)acetamide). Yield: 29.5%. Reaction SMILES: [Cl:1][C:2]1[C:7]([NH:8][S:9]([C:12]2[CH:17]=[CH:16][CH:15]=[C:14]([O:18][CH:19]([F:21])[F:20])[CH:13]=2)(=[O:11])=[O:10])=[CH:6][C:5](B2OC(C)(C)C(C)(C)O2)=[CH:4][N:3]=1.Cl[C:32]1[CH:33]=[CH:34][C:35]2[N:36]([CH:38]=[C:39]([NH:41][C:42](=[O:44])[CH3:43])[N:40]=2)[N:37]=1.C(=O)([O-])[O-].[Na+].[Na+]>C1C=CC(P(C2C=CC=CC=2)[C-]2C=CC=C2)=CC=1.C1C=CC(P(C2C=CC=CC=2)[C-]2C=CC=C2)=CC=1.Cl[Pd]Cl.[Fe+2].O1CCOCC1.O>[Cl:1][C:2]1[N:3]=[CH:4][C:5]([C:32]2[CH:33]=[CH:34][C:35]3[N:36]([CH:38]=[C:39]([NH:41][C:42](=[O:44])[CH3:43])[N:40]=3)[N:37]=2)=[CH:6][C:7]=1[NH:8][S:9]([C:12]1[CH:17]=[CH:16][CH:15]=[C:14]([O:18][CH:19]([F:20])[F:21])[CH:13]=1)(=[O:10])=[O:11] |f:2.3.4,5.6.7.8,9.10|. Procedure details: A glass microwave reaction vessel was charged with N-(2-chloro-5-(4,4,5,5-tetramethyl-1,3,2-dioxaborolan-2-yl)pyridin-3-yl)-3-(difluoromethoxy)benzenesulfonamide (1.1 g, 2.4 mmol), N-(6-chloroimidazo[1,2-b]pyridazin-2-yl)acetamide (0.25 g, 1.2 mmol), 1,1′-bis(diphenylphosphino)ferrocene-palladium dichloride (87 mg, 0.012 mmol, Strem Chemical, Inc., Newburyport, Mass.), sodium carbonate (0.25 g, 2.4 mmol), and dioxane-H2O (5 mL, 4:1). Ar was bubbled in the solution for 1 minute. The reaction mixt...